From a dataset of the Open Reaction Database (ORD), a public repository of structured organic reaction records. describe an organic reaction: reactants, conditions, products, and yield Starting materials: [Br-], Cc1ccccc1, C[P+](c1ccccc1)(c1ccccc1)c1ccccc1, CC(C)C(C)(C)C(=O)CCc1ccc(Cl)cc1. Yields the product C=C(CCc1ccc(Cl)cc1)C(C)(C)C(C)C. Reaction SMILES: [Br-:25].[CH3:18][c:19]1[cH:20][cH:21][cH:22][cH:23][cH:24]1.[CH3:26][P+:27]([c:28]1[cH:29][cH:30][cH:31][cH:32][cH:33]1)([c:34]1[cH:35][cH:36][cH:37][cH:38][cH:39]1)[c:40]1[cH:41][cH:42][cH:43][cH:44][cH:45]1.[Cl:1][c:2]1[cH:3][cH:4][c:5]([CH2:8][CH2:9][C:10]([C:11]([CH:12]([CH3:13])[CH3:14])([CH3:15])[CH3:16])=[O:17])[cH:6][cH:7]1>>[Cl:1][c:2]1[cH:3][cH:4][c:5]([CH2:8][CH2:9][C:10]([C:11]([CH:12]([CH3:13])[CH3:14])([CH3:15])[CH3:16])=[CH2:18])[cH:6][cH:7]1. Reactants: CC(=O)OC1CCc2c(Cl)ncnc21, CCO, N#Cc1ccc(N)cc1. Product: CC(=O)OC1CCc2c(Nc3ccc(C#N)cc3)ncnc21. Reaction SMILES: [C:1]([CH3:2])(=[O:3])[O:4][CH:5]1[CH2:6][CH2:7][c:8]2[c:9]1[n:10][cH:11][n:12][c:13]2[Cl:14].[CH3:24][CH2:25][OH:26].[NH2:15][c:16]1[cH:17][cH:18][c:19]([C:20]#[N:21])[cH:22][cH:23]1>>[C:1]([CH3:2])(=[O:3])[O:4][CH:5]1[CH2:6][CH2:7][c:8]2[c:9]1[n:10][cH:11][n:12][c:13]2[NH:15][c:16]1[cH:17][cH:18][c:19]([C:20]#[N:21])[cH:22][cH:23]1. Starting materials: C1(CCC1)OC1=CC(=C(C=C1)NC(=O)C=1C=C(C=CC1)CCCOCCOCCOCCOCCC(=O)OC(C)(C)C)C1=NC=CC(=C1)C(N[C@H]1CCCC2=CC=CC=C12)=O ((S)-tert-butyl 16-(3-((4-cyclobutoxy-2-(4-((1,2,3,4-tetrahydronaphthalen-1-yl)carbamoyl)pyridin-2-yl)phenyl)carbamoyl)phenyl)-4,7,10,13-tetraoxahexadecan-1-oate), C(OCCOCCOCCOCCOCCOCCOCCOCCOC)C=1C=C(C(=O)O)C=CC1 (3-(2,5,8,11,14,17,20,23,26-nonaoxaheptacosyl)benzoic acid). The product is C(OCCOCCOCCOCCOCCOCCOCCOCCOC)C=1C=C(C(=O)NC2=C(C=C(C=C2)OC2CCC2)C=2C=C(C(=O)N[C@H]3CCCC4=CC=CC=C34)C=CN2)C=CC1 ((S)-2-(2-(3-(2,5,8,11,14,17,20,23,26-nonaoxaheptacosyl)benzamido)-5-cyclobutoxyphenyl)-N-(1,2,3,4-tetrahydronaphthalen-1-yl)isonicotinamide). RXN SMILES: [CH:1]1([O:5][C:6]2[CH:11]=[CH:10][C:9]([NH:12]C(C3C=C(CCCOCCOCCOCCOCCC(OC(C)(C)C)=O)C=CC=3)=O)=[C:8]([C:43]3[CH:48]=[C:47]([C:49](=[O:61])[NH:50][C@@H:51]4[C:60]5[C:55](=[CH:56][CH:57]=[CH:58][CH:59]=5)[CH2:54][CH2:53][CH2:52]4)[CH:46]=[CH:45][N:44]=3)[CH:7]=2)[CH2:4][CH2:3][CH2:2]1.[CH2:62]([C:89]1[CH:90]=[C:91]([CH:95]=[CH:96][CH:97]=1)[C:92]([OH:94])=O)[O:63][CH2:64][CH2:65][O:66][CH2:67][CH2:68][O:69][CH2:70][CH2:71][O:72][CH2:73][CH2:74][O:75][CH2:76][CH2:77][O:78][CH2:79][CH2:80][O:81][CH2:82][CH2:83][O:84][CH2:85][CH2:86][O:87][CH3:88]>>[CH2:62]([C:89]1[CH:90]=[C:91]([CH:95]=[CH:96][CH:97]=1)[C:92]([NH:12][C:9]1[CH:10]=[CH:11][C:6]([O:5][CH:1]2[CH2:4][CH2:3][CH2:2]2)=[CH:7][C:8]=1[C:43]1[CH:48]=[C:47]([CH:46]=[CH:45][N:44]=1)[C:49]([NH:50][C@@H:51]1[C:60]2[C:55](=[CH:56][CH:57]=[CH:58][CH:59]=2)[CH2:54][CH2:53][CH2:52]1)=[O:61])=[O:94])[O:63][CH2:64][CH2:65][O:66][CH2:67][CH2:68][O:69][CH2:70][CH2:71][O:72][CH2:73][CH2:74][O:75][CH2:76][CH2:77][O:78][CH2:79][CH2:80][O:81][CH2:82][CH2:83][O:84][CH2:85][CH2:86][O:87][CH3:88]. Reported procedure: This compound was prepared according to the procedure described for the synthesis of (S)-tert-butyl 16-(3-((4-cyclobutoxy-2-(4-((1,2,3,4-tetrahydronaphthalen-1-yl)carbamoyl)pyridin-2-yl)phenyl)carbamoyl)phenyl)-4,7,10,13-tetraoxahexadecan-1-oate Example 284, using intermediate 3-(2,5,8,11,14,17,20,23,26-nonaoxaheptacosyl)benzoic acid in place of 3-(2,2-dimethyl-4-oxo-3,7,10,13,16-pentaoxanonadecan-19-yl)benzoic acid. MS (ES, m/z): 914.6 [M+H]+. The reactants are CCOC(=O)C(Cc1ccccc1)NC(=O)C(NC(=O)OC(C)(C)C)c1ccccc1, Cl, [Li+], C1CCOC1, [OH-], O, O, O. The product is CC(C)(C)OC(=O)NC(C(=O)NC(Cc1ccccc1)C(=O)O)c1ccccc1. As a reaction SMILES: [CH2:1]([CH3:2])[O:3][C:4]([CH:5]([CH2:6][c:7]1[cH:8][cH:9][cH:10][cH:11][cH:12]1)[NH:13][C:14]([CH:15]([c:16]1[cH:17][cH:18][cH:19][cH:20][cH:21]1)[NH:22][C:23](=[O:24])[O:25][C:26]([CH3:27])([CH3:28])[CH3:29])=[O:30])=[O:31].[ClH:41].[Li+:40].[O:33]1[CH2:34][CH2:35][CH2:36][CH2:37]1.[OH-:39].[OH2:32].[OH2:38].[OH2:42]>>[O:3]=[C:4]([CH:5]([CH2:6][c:7]1[cH:8][cH:9][cH:10][cH:11][cH:12]1)[NH:13][C:14]([CH:15]([c:16]1[cH:17][cH:18][cH:19][cH:20][cH:21]1)[NH:22][C:23](=[O:24])[O:25][C:26]([CH3:27])([CH3:28])[CH3:29])=[O:30])[OH:31]. The reactants are C(=O)C=1C(=C(C(=O)OC)C=CC1)O (methyl 3-formyl-2-hydroxybenzoate), ClCC(=O)OC(C)(C)C (t-butyl chloroacetate), C([O-])([O-])=O.[K+].[K+] (potassium carbonate), CN(C=O)C (dimethylformamide). Run in O (water). Reaction conditions: temperature 70 celsius, time 30 minute. Yields the product COC(=O)C1=C(OCC(=O)O)C(=CC=C1)C=O ((2-methoxycarbonyl-6-formylphenoxy)acetic acid). The yield is 52.7%. Reaction SMILES: [CH:1]([C:3]1[C:4]([OH:13])=[C:5]([CH:10]=[CH:11][CH:12]=1)[C:6]([O:8][CH3:9])=[O:7])=[O:2].Cl[CH2:15][C:16]([O:18]C(C)(C)C)=[O:17].C(=O)([O-])[O-].[K+].[K+].CN(C)C=O>O>[CH3:9][O:8][C:6]([C:5]1[CH:10]=[CH:11][CH:12]=[C:3]([CH:1]=[O:2])[C:4]=1[O:13][CH2:15][C:16]([OH:18])=[O:17])=[O:7] |f:2.3.4|. Procedure details: A mixture of 3.0 g of methyl 3-formyl-2-hydroxybenzoate, 3.31 g of t-butyl chloroacetate, 12.0 g of potassium carbonate and 40 ml of dimethylformamide is heated at 70° C. for 2.5 hours. After cooling, the reaction mixture is poured into water and the aqueous mixture is extracted with ethyl acetate. The extract is washed with an aqueous saturated sodium chloride solution, dried and evaporated to remove solvent. The residue is dissolved in trifluoroacetic acid and the solution is stirred at room t... Starting materials: CC(C)C[AlH]CC(C)C (DIBAL-H), IC1=CC=C(C=C1)/C(=C/C(=O)OCC)/C ((E)-ethyl 3-(4-iodophenyl)-but-2-enoate). Product: IC1=CC=C(C=C1)/C(=C/CO)/C ((E)-3-(4-Iodophenyl)-but-2-en-1-ol). As a reaction SMILES: CC(C[AlH]CC(C)C)C.[I:10][C:11]1[CH:16]=[CH:15][C:14](/[C:17](/[CH3:24])=[CH:18]/[C:19](OCC)=[O:20])=[CH:13][CH:12]=1>>[I:10][C:11]1[CH:12]=[CH:13][C:14](/[C:17](/[CH3:24])=[CH:18]/[CH2:19][OH:20])=[CH:15][CH:16]=1. Reported procedure: (E)-3-(4-Iodophenyl)-but-2-en-1-ol was prepared by DIBAL-H reduction of (E)-ethyl 3-(4-iodophenyl)-but-2-enoate (example 91a) by a procedure analogous to that described in example 50b. Starting materials: Cc1ccccc1, OCCO, Cc1ccc(S(=O)(=O)O)cc1, O=Cc1nccc2ccccc12. Yields the product c1ccc2c(C3OCCO3)nccc2c1. RXN SMILES: [CH3:28][c:29]1[cH:30][cH:31][cH:32][cH:33][cH:34]1.[OH:13][CH2:14][CH2:15][OH:16].[c:17]1([CH3:18])[cH:19][cH:20][c:21]([S:22]([OH:23])(=[O:24])=[O:25])[cH:26][cH:27]1.[c:1]1([CH:11]=[O:12])[n:2][cH:3][cH:4][c:5]2[cH:6][cH:7][cH:8][cH:9][c:10]12>>[c:1]1([CH:11]2[O:12][CH2:15][CH2:14][O:13]2)[n:2][cH:3][cH:4][c:5]2[cH:6][cH:7][cH:8][cH:9][c:10]12. Starting materials: [OH-].[Na+] (Sodium hydroxide), O(C)N=C(C(=O)OC)C=1SC=CC1 (methyl 2-methoxylimino-2-(thien-2-yl)-acetate), O (Water). Run in CO (methanol). Run at time 18 hour. Product: CON=C(C(=O)O)C=1SC=CC1 (2-Methoxyimino-2-(thien-2-yl)acetic acid). Isolated yield 73.1%. RXN SMILES: [OH-].[Na+].[O:3]([N:5]=[C:6]([C:11]1[S:12][CH:13]=[CH:14][CH:15]=1)[C:7]([O:9]C)=[O:8])[CH3:4].O>CO>[CH3:4][O:3][N:5]=[C:6]([C:11]1[S:12][CH:13]=[CH:14][CH:15]=1)[C:7]([OH:9])=[O:8] |f:0.1|. Reported procedure: 2N-Sodium hydroxide (8.27 ml.) was added to a solution of methyl 2-methoxylimino-2-(thien-2-yl)-acetate (syn-isomer) (3.28 g.) in methanol (50 ml.) and the solution was stirred at room temperature for 18 hours. Water (20 ml.) was added and the solution was evaporated to remove methanol, and then washed with ethyl acetate. The pH of the solution under ethyl acetate (50 ml.) was altered to 2 with 2N-hydrochloric acid. The layers were separated and the aqueous phase was extracted with ethyl acetate... Starting materials: N(=O)[O-].[Na+] (sodium nitrite), NC1=CC=CC=2C(C(=C(OC21)C2=CC=CC=C2)C)=O (8-amino-3-methyl-4-oxo-2-phenyl-4H-1-benzopyran), Cl (hydrochloric acid), S(=O)=O (sulfur dioxide), cupric chloride dihydrate. Solvent: O (water), O (water), C(C)(=O)O (acetic acid), O (water). Run at time 30 minute. The product is CC1=C(OC2=C(C1=O)C=CC=C2S(=O)(=O)Cl)C2=CC=CC=C2 (3-Methyl-4-oxo-2-phenyl-4H-1-benzopyran-8-sulfonyl chloride). Reaction SMILES: N([O-])=O.[Na+].N[C:6]1[C:15]2[O:14][C:13]([C:16]3[CH:21]=[CH:20][CH:19]=[CH:18][CH:17]=3)=[C:12]([CH3:22])[C:11](=[O:23])[C:10]=2[CH:9]=[CH:8][CH:7]=1.[S:24](=[O:26])=[O:25].[ClH:27]>O.C(O)(=O)C>[CH3:22][C:12]1[C:11](=[O:23])[C:10]2[CH:9]=[CH:8][CH:7]=[C:6]([S:24]([Cl:27])(=[O:26])=[O:25])[C:15]=2[O:14][C:13]=1[C:16]1[CH:21]=[CH:20][CH:19]=[CH:18][CH:17]=1 |f:0.1|. Procedure: A solution of 4.55 g of sodium nitrite in 12 ml of water was added dropwise to a stirred mixture of 15.1 g of 8-amino-3-methyl-4-oxo-2-phenyl-4H-1-benzopyran (prepared as described in Da Re, P. et al., Il. Farmac (Ed. Sci.) 11: 670, 1956) in 150 ml of hydrochloric acid (d=1.18) at -5° C. Stirring was continued at 0° C. for 30 minutes. The solution was poured, over a period of 10 minutes and at -5° to 0° C., into 120 ml of a 30% by weight solution of sulfur dioxide in acetic acid containing 1.53 ... Reactants: IC=1C=C2C(C(NC2=CC1)=O)=O (5-iodo-1H-indole-2,3-dione), OC1=CC=C(C(=O)NN)C=C1 (4-hydroxybenzohydrazide). Run in C(C)(=O)O (acetic acid). Run at temperature 100 celsius. The product is OC1=CC=C(C(=O)NN=C2C(NC3=CC=C(C=C23)I)=O)C=C1 (4-Hydroxy-N′-(5-iodo-2-oxo-1,2-dihydro-3H-indol-3-ylidene)benzohydrazide). Isolated yield 85.0%. RXN SMILES: [I:1][C:2]1[CH:3]=[C:4]2[C:8](=[CH:9][CH:10]=1)[NH:7][C:6](=[O:11])[C:5]2=O.[OH:13][C:14]1[CH:23]=[CH:22][C:17]([C:18]([NH:20][NH2:21])=[O:19])=[CH:16][CH:15]=1>C(O)(=O)C>[OH:13][C:14]1[CH:23]=[CH:22][C:17]([C:18]([NH:20][N:21]=[C:5]2[C:4]3[C:8](=[CH:9][CH:10]=[C:2]([I:1])[CH:3]=3)[NH:7][C:6]2=[O:11])=[O:19])=[CH:16][CH:15]=1. Procedure: Following the general method as outlined in Example 1, into a suspension of 5-iodo-1H-indole-2,3-dione in acetic acid was added 4-hydroxybenzohydrazide. After stirring at 100° C., the reaction mixture was cooled to rt and a yellow solid precipitated out. Filtration on a fritté, washing with AcOH, water and drying under vacuo at 60° C. overnight gave 174 mg of the title compound (85%) as a yellow solid in 99.8% purity by HPLC (Rt: 4.7, gradient of 10 min, MaxPlot detection between 230 and 400 nm)...